describe an organic reaction: reactants, conditions, products, and yield From a dataset of the Open Reaction Database (ORD), a public repository of structured organic reaction records. Starting materials: C(=O)(OC(C)(C)C)NC(=N)C1=CC=C(C=C1)CC(=O)O (N-Boc-p-amidinophenylacetic acid), C=1C=CC2=C(C1)N=NN2O (HOBT), C1CCC(CC1)N=C=NC2CCCCC2 (DCC), product, C(=O)(OC(C)(C)C)NC(=N)C1=CC=C(C(=O)O)C=C1 (N-Boc-p-amidinobenzoic acid), C(=O)(C(F)(F)F)O.C1(=CC=CC=C1)OC (TFA anisole). The product is FC(C(=O)O)(F)F.CC(CC(=O)N[C@H](CC(=O)O)CCCCNC(C1=CC=C(C=C1)C(N)=N)=O)C ((S)-3-[N-(3-methylbutyryl)amino]-7-[N-(p-amidinobenzoyl)amino]heptanoic acid trifluoroacetate). Procedure: After hydrogenation of 2.2 g of the product from stage C) of example 6 analogously to stage C) of example 4, the product is further reacted with 1.34 g of N-Boc-p-amidinobenzoic acid (preparation analogously to N-Boc-p-amidinophenylacetic acid), 0.7 ml of triethylamine, 0.852 g of HOBT and 1.04 g of DCC, as in stage C) of example 4, and subsequently deprotected with 25 ml of TFA/anisole (95/5), and worked up, to produce the (S)-3-[N-(3-methylbutyryl)amino]-7-[N-(p-amidinobenzoyl)amino]heptanoic ... Reaction SMILES: C([NH:8][C:9]([C:11]1[CH:19]=[CH:18][C:14]([C:15]([OH:17])=O)=[CH:13][CH:12]=1)=[NH:10])(OC(C)(C)C)=O.C(N[C:28]([C:30]1[CH:35]=[CH:34][C:33]([CH2:36][C:37]([OH:39])=[O:38])=CC=1)=[NH:29])(OC(C)(C)C)=O.[CH:40]1[CH:41]=CC2N(O)N=NC=2[CH:45]=1.C1CCC([N:56]=C=NC2CCCCC2)CC1.[C:65]([OH:71])([C:67]([F:70])([F:69])[F:68])=[O:66].C1(OC)C=CC=CC=1>C(N(CC)CC)C>[F:68][C:67]([F:70])([F:69])[C:65]([OH:71])=[O:66].[CH3:45][CH:40]([CH3:41])[CH2:67][C:65]([NH:56][C@@H:33]([CH2:34][CH2:35][CH2:30][CH2:28][NH:29][C:15](=[O:17])[C:14]1[CH:13]=[CH:12][C:11]([C:9](=[NH:10])[NH2:8])=[CH:19][CH:18]=1)[CH2:36][C:37]([OH:39])=[O:38])=[O:66] |f:4.5,7.8|. Run in C(C)N(CC)CC (triethylamine).